This data is from the Open Reaction Database (ORD), a public repository of structured organic reaction records. The task is: describe an organic reaction: reactants, conditions, products, and yield The reactants are CC(=O)O, [Fe], O=[N+]([O-])c1ccc(SCc2ccccn2)nc1. The product is Nc1ccc(SCc2ccccn2)nc1. RXN SMILES: [CH3:18][C:19](=[O:20])[OH:21].[Fe:22].[N+:1]([O-:2])(=[O:3])[c:4]1[cH:5][cH:6][c:7]([S:10][CH2:11][c:12]2[n:13][cH:14][cH:15][cH:16][cH:17]2)[n:8][cH:9]1>>[NH2:1][c:4]1[cH:5][cH:6][c:7]([S:10][CH2:11][c:12]2[n:13][cH:14][cH:15][cH:16][cH:17]2)[n:8][cH:9]1. Yields the product c1ccc(CN2CCN(c3nc4cccc5c4n3CCC5)CC2)cc1. As a reaction SMILES: [CH2:14]([c:15]1[cH:16][cH:17][cH:18][cH:19][cH:20]1)[N:21]1[CH2:22][CH2:23][NH:24][CH2:25][CH2:26]1.[Cl:1][c:2]1[n:3][c:4]2[cH:5][cH:6][cH:7][c:8]3[c:13]2[n:12]1[CH2:11][CH2:10][CH2:9]3>>[c:2]1([N:24]2[CH2:23][CH2:22][N:21]([CH2:14][c:15]3[cH:16][cH:17][cH:18][cH:19][cH:20]3)[CH2:26][CH2:25]2)[n:3][c:4]2[cH:5][cH:6][cH:7][c:8]3[c:13]2[n:12]1[CH2:11][CH2:10][CH2:9]3. The reactants are c1ccc(CN2CCNCC2)cc1, Clc1nc2cccc3c2n1CCC3. Starting materials: CN1[C@@](CCC1=O)(CO)COC=1C=NC=CC1 (3-((-1-methylhydroxymethyl-5-oxo-2-(S)-pyrrolidinyl)methoxy)pyridine), C1CCOC1 (THF). The product is OC[C@@H]1C[C@H](N(C1)C)COC=1C=NC=CC1 (3-((trans-4-hydroxymethyl-1-methyl-2-(S)-pyrrolidinyl)methoxy)pyridine). Reaction SMILES: [CH3:1][N:2]1[C:6](=O)[CH2:5][CH2:4][C@@:3]1([CH2:10][O:11][C:12]1[CH:13]=[N:14][CH:15]=[CH:16][CH:17]=1)CO.C1C[O:21][CH2:20]C1>>[OH:21][CH2:20][C@H:5]1[CH2:6][N:2]([CH3:1])[C@H:3]([CH2:10][O:11][C:12]2[CH:13]=[N:14][CH:15]=[CH:16][CH:17]=2)[CH2:4]1. Procedure: A 1.0 g (4.2 mmol) sample of 3-((-1-methylhydroxymethyl-5-oxo-2-(S)-pyrrolidinyl)methoxy)pyridine, from step 48a above, was dissolved in 15 mL of anhydrous THF, 12.7 mL of BH3 was added, and the mixture was heated at reflux for 2.5 hours. The reaction was quenched with methanol, the solvent was evaporated, and the residue was dissolved in anhydrous ethanol. Cesium fluoride was added, and the resultant solution was stirred under reflux for 16 hr. Evaporation of the solvent and purification of the... Starting materials: N1=CC(=CC=C1)C=CC=O (3-(3-pyridyl)acrolein), NC=1SC=2CCNCCC2N1 (2-amino-4,5,7,8-tetrahydro-6H-thiazolo[5,4-d]azepine), C(#N)[BH3-].[Na+] (sodium cyanoborohydride). Product: NC=1SC=2CCN(CCC2N1)CC=CC=1C=NC=CC1 (2-Amino-6-(3-(3-pyridyl)allyl)-4,5,7,8-tetrahydro-6H-thiazolo[5,4-d]azepin). The yield is 40.0%. As a reaction SMILES: [N:1]1[CH:6]=[CH:5][CH:4]=[C:3]([CH:7]=[CH:8][CH:9]=O)[CH:2]=1.[NH2:11][C:12]1[S:13][C:14]2[CH2:15][CH2:16][NH:17][CH2:18][CH2:19][C:20]=2[N:21]=1.C([BH3-])#N.[Na+]>>[NH2:11][C:12]1[S:13][C:14]2[CH2:15][CH2:16][N:17]([CH2:9][CH:8]=[CH:7][C:3]3[CH:2]=[N:1][CH:6]=[CH:5][CH:4]=3)[CH2:18][CH2:19][C:20]=2[N:21]=1 |f:2.3|. Procedure details: Prepared from 3-(3-pyridyl)acrolein and 2-amino-4,5,7,8-tetrahydro-6H-thiazolo[5,4-d]azepine by reductive amination with sodium cyanoborohydride. Yield: 40% of theory, Melting point: 162°-165° C. Reagents/catalysts: CN(C)C=1C=CN=CC1 (DMAP). Isolated yield 31.0%. The reactants are CN(C)C=O (DMF), CS(=O)(=O)Cl (Methanesulfonyl chloride), ClC1=CC=C(CNC(=O)C2=CN(C3=CC=C(C=C3C2=O)CO)C)C=C1 (N-(4-chlorobenzyl)-6-(hydroxymethyl)-1-methyl-4-oxo-1,4-dihydro-3-quinolinecarboxamide), CN(C)C=O (DMF), N1=C(C=C(C=C1C)C)C (2,4,6-collidine). The product is ClC1=CC=C(CNC(=O)C2=CN(C3=CC=C(C=C3C2=O)CN2CCOCCC2)C)C=C1 (N-(4-Chlorobenzyl)-1-methyl-6-(1,4-oxazepan-4-ylmethyl)-4-oxo-1,4-dihydro-3-quinolinecarboxamide). Procedure details: Methanesulfonyl chloride (0.080 mL) is added to a cold (0° C.) solution of N-(4-chlorobenzyl)-6-(hydroxymethyl)-1-methyl-4-oxo-1,4-dihydro-3-quinolinecarboxamide (330 mg) from Preparation No. 10, DMAP (19.1 mg), and 2,4,6-collidine (0.14 mL) in anhydrous DMF (15.7 mL). The mixture is stirred at room temperature until the starting material is consumed and a solution of 1,4-oxepane (0.963 g) from Preparation No. 33 in anhydrous DMF (3 mL) is added. The reaction mixture is heated to 56° C. for 1.5 ... As a reaction SMILES: CS(Cl)(=O)=[O:3].[Cl:6][C:7]1[CH:30]=[CH:29][C:10]([CH2:11][NH:12][C:13]([C:15]2[C:24](=[O:25])[C:23]3C(=[CH:19][CH:20]=[C:21]([CH2:26]O)[CH:22]=3)N(C)C=2)=[O:14])=[CH:9][CH:8]=1.[N:31]1[C:36](C)=[CH:35][C:34](C)=[CH:33][C:32]=1C.[CH3:40][N:41]([CH:43]=O)[CH3:42]>CN(C1C=CN=CC=1)C>[Cl:6][C:7]1[CH:8]=[CH:9][C:10]([CH2:11][NH:12][C:13]([C:15]2[C:24](=[O:25])[C:23]3[C:42](=[CH:19][CH:20]=[C:21]([CH2:26][N:31]4[CH2:36][CH2:35][CH2:34][O:3][CH2:33][CH2:32]4)[CH:22]=3)[N:41]([CH3:40])[CH:43]=2)=[O:14])=[CH:29][CH:30]=1. Starting materials: COC1=CC=C(C=C1)CC#N (4-methoxyphenylacetnitrile), COC1=CC=C(C=C1)C(C=O)(C)C (2-(4-Methoxyphenyl)-2-methylpropionaldehyde). The product is COC1=CC=C(C=C1)CC=O (4-Methoxyphenylacetaldehyde). As a reaction SMILES: COC1C=CC(CC#N)=CC=1.[CH3:12][O:13][C:14]1[CH:19]=[CH:18][C:17]([C:20](C)(C)[CH:21]=[O:22])=[CH:16][CH:15]=1>>[CH3:12][O:13][C:14]1[CH:19]=[CH:18][C:17]([CH2:20][CH:21]=[O:22])=[CH:16][CH:15]=1. Procedure: This compound was prepared from 4-methoxyphenylacetnitrile in the same manner of Compound 45.